This data is from the Open Reaction Database (ORD), a public repository of structured organic reaction records. The task is: describe an organic reaction: reactants, conditions, products, and yield The reactants are OC=1C=CC2=C(SC=C2NC(OCC)=O)C1 (ethyl (6-hydroxybenzo[b]thien-3-yl)carbamate), C(C1=CC=CC=C1)Br (benzyl bromide), C([O-])([O-])=O.[K+].[K+] (potassium carbonate). The solvent is C(C)#N (acetonitrile). The product is C1(=CC=CC=C1)COC=1C=CC2=C(SC=C2NC(OCC)=O)C1 (Ethyl [6-(phenylmethoxy)benzo[b]thien-3-yl]carbamate). Isolated yield 83.6%. Reaction SMILES: [OH:1][C:2]1[CH:3]=[CH:4][C:5]2[C:9]([NH:10][C:11](=[O:15])[O:12][CH2:13][CH3:14])=[CH:8][S:7][C:6]=2[CH:16]=1.[CH2:17](Br)[C:18]1[CH:23]=[CH:22][CH:21]=[CH:20][CH:19]=1.C(=O)([O-])[O-].[K+].[K+]>C(#N)C>[C:18]1([CH2:17][O:1][C:2]2[CH:3]=[CH:4][C:5]3[C:9]([NH:10][C:11](=[O:15])[O:12][CH2:13][CH3:14])=[CH:8][S:7][C:6]=3[CH:16]=2)[CH:23]=[CH:22][CH:21]=[CH:20][CH:19]=1 |f:2.3.4|. Procedure details: A mixture comprising 2 g (8.4 mmol) of ethyl (6-hydroxybenzo[b]thien-3-yl)carbamate, 2.16 g (12.6 mmol) of benzyl bromide and 2.3 g (16.8 mmol) of potassium carbonate in 30 ml of acetonitrile is heated at reflux for 11 hours. The mixture is filtered, the solvent is evaporated under reduced pressure and the residue is triturated in petroleum ether. 2.3 g of product are obtained. The reactants are ClC1=C(C(=O)O)C=C(C=C1)OC (2-chloro-5-methoxybenzoic acid), C([O-])([O-])=O.[K+].[K+] (potassium carbonate), cuprous oxide, NC1=CC=C(C=C1)C (p-toluidine), Cl (hydrochloric acid). Reagents/catalysts: [Cu] (copper). Run in C(C)OCCO (2-ethoxyethanol), O (water). Run at temperature 140 celsius. Yields the product C1(=CC=C(C=C1)NC=1C(C(=O)O)=CC(=CC1)OC)C (N-(p-tolyl)-5-methoxyanthranilic acid). Isolated yield 67.5%. Reaction SMILES: Cl[C:2]1[CH:10]=[CH:9][C:8]([O:11][CH3:12])=[CH:7][C:3]=1[C:4]([OH:6])=[O:5].C(=O)([O-])[O-].[K+].[K+].[NH2:19][C:20]1[CH:25]=[CH:24][C:23]([CH3:26])=[CH:22][CH:21]=1.Cl>C(OCCO)C.O.[Cu]>[C:23]1([CH3:26])[CH:24]=[CH:25][C:20]([NH:19][C:2]2[C:3](=[CH:7][C:8]([O:11][CH3:12])=[CH:9][CH:10]=2)[C:4]([OH:6])=[O:5])=[CH:21][CH:22]=1 |f:1.2.3|. Procedure details: A mixture of 2-chloro-5-methoxybenzoic acid (14.0 g, 80.0 mmol), potassium carbonate (13.8 g, mol), powdered copper (1.5 g), cuprous oxide (1.5 g), and p-toluidine (9.4 g, 88.0 mmol) in 2-ethoxyethanol (120 ml) is heated at 140° C. for 3 hours. After cooling, the dark mixture is acidified to about pH 2 with 1N hydrochloric acid, and then diluted with water (600 ml). The solid precipitates are collected by filtration, dissolved in hot 10% sodium carbonate solution, charcoaled, and filtered throug... Starting materials: COC([C@@H]([C@H](C1=CC(=C(C=C1)F)F)N)O)=O ((2R,3S)-3-amino-3-(3,4-difluorophenyl)-2-hydroxypropionic acid methyl ester), C(C)(C)N(C(C)C)CC (N,N-diisopropylethylamine), ClC(Cl)(OC(OC(Cl)(Cl)Cl)=O)Cl (triphosgene), C([O-])([O-])=O.[Na+].[Na+] (sodium carbonate). Run in O1CCCC1 (tetrahydrofuran), C(C)(=O)OCC (ethyl acetate). Conditions: temperature 0 celsius, time 30 minute. Product: COC(=O)C1CNC(O1)=O (2-oxo-oxazolidine-5-carboxylic acid methyl ester). As a reaction SMILES: [CH3:1][O:2][C:3](=[O:16])[C@H:4]([OH:15])[C@@H:5]([NH2:14])C1C=CC(F)=C(F)C=1.C(N(CC)C(C)C)(C)C.Cl[C:27](Cl)([O:29]C(=O)OC(Cl)(Cl)Cl)Cl.C(=O)([O-])[O-].[Na+].[Na+]>O1CCCC1.C(OCC)(=O)C>[CH3:1][O:2][C:3]([CH:4]1[O:15][C:27](=[O:29])[NH:14][CH2:5]1)=[O:16] |f:3.4.5|. Procedure: To a solution of (2R,3S)-3-amino-3-(3,4-difluorophenyl)-2-hydroxypropionic acid methyl ester (5.8 g, 25 mmol) in 250 mL tetrahydrofuran at 0° C. was added N,N-diisopropylethylamine (8.75 mL, 50 mmol) and triphosgene (2.48 g, 8.4 mmol). The reaction was stirred at 0° C. for 30 min when it was poured over ethyl acetate (200 mL) and saturated sodium carbonate solution (100 mL). The layers were separated, the organic layer washed with saturated sodium carbonate solution (1×100 mL), dried with magnes... Reactants: CNC(=N[N+](=O)[O-])OC, CC#N, [Cl-], Cl, [Na+], [Na+], NCC1CCOC1, [OH-], O. The product is CNC(=N[N+](=O)[O-])NCC1CCOC1. Reaction SMILES: [CH3:12][NH:13][C:14]([O:15][CH3:16])=[N:17][N+:18](=[O:19])[O-:20].[CH3:23][C:24]#[N:25].[Cl-:9].[ClH:21].[Na+:11].[Na+:8].[O:1]1[CH2:2][CH:3]([CH2:6][NH2:7])[CH2:4][CH2:5]1.[OH-:10].[OH2:22]>>[O:1]1[CH2:2][CH:3]([CH2:6][NH:7][C:14]([NH:13][CH3:12])=[N:17][N+:18](=[O:19])[O-:20])[CH2:4][CH2:5]1. Reactants: C12(CC3CC(CC(C1)C3)C2)C=2C=C(C=CC2CCCO)C=2C=C3C=CC(=CC3=CC2)C(=O)OCC2=CC=CC=C2 (Benzyl 6-[3-(1-adamantyl)-4-(3-hydroxypropyl)phenyl]-2-naphthoate). Reagents/catalysts: [Pd] (palladium on carbon). The solvent is O1CCOCC1 (dioxane). Product: C12(CC3CC(CC(C1)C3)C2)C=2C=C(C=CC2CCCO)C=2C=C3C=CC(=CC3=CC2)C(=O)O (6-[3-(1-Adamantyl)-4-(3-hydroxypropyl)phenyl]-2-naphthoic acid). RXN SMILES: [C:1]12([C:11]3[CH:12]=[C:13]([C:21]4[CH:22]=[C:23]5[C:28](=[CH:29][CH:30]=4)[CH:27]=[C:26]([C:31]([O:33]CC4C=CC=CC=4)=[O:32])[CH:25]=[CH:24]5)[CH:14]=[CH:15][C:16]=3[CH2:17][CH2:18][CH2:19][OH:20])[CH2:10][CH:5]3[CH2:6][CH:7]([CH2:9][CH:3]([CH2:4]3)[CH2:2]1)[CH2:8]2>O1CCOCC1.[Pd]>[C:1]12([C:11]3[CH:12]=[C:13]([C:21]4[CH:22]=[C:23]5[C:28](=[CH:29][CH:30]=4)[CH:27]=[C:26]([C:31]([OH:33])=[O:32])[CH:25]=[CH:24]5)[CH:14]=[CH:15][C:16]=3[CH2:17][CH2:18][CH2:19][OH:20])[CH2:2][CH:3]3[CH2:4][CH:5]([CH2:6][CH:7]([CH2:9]3)[CH2:8]1)[CH2:10]2. Procedure: 2.67 g (5 mmol) of the ester obtained in Example 42, in solution in 50 ml of dioxane, are stirred under a hydrogen pressure of 7 bar for 7 h at room temperature and then for 1 h at 50° C. in the presence of 800 mg of palladium on carbon (10%). After the same treatment as in Example 5 followed by a recrystallization from the ethanol/water mixture, 1.78 g (81%) of the expected derivative are isolated, which derivative melts at 262.4° C.